From a dataset of the Open Reaction Database (ORD), a public repository of structured organic reaction records. describe an organic reaction: reactants, conditions, products, and yield Reactants: FC(C1=CC(=NC=2N1N=CC2C(=O)O)C2=CC(=CC=C2)C(F)(F)F)(F)F (7-trifluoromethyl-5-(3-trifluoromethyl-phenyl)-pyrazolo[1,5-a]pyrimidine-3-carboxylic acid), ONC(C1=CC=C(C=C1)S(N)(=O)=O)=N (N-hydroxy-4-sulfamoyl-benzamidine). Product: FC(C1=CC(=NC=2N1N=CC2C2=NC(=NO2)C2=CC=C(C=C2)S(=O)(=O)N)C2=CC(=CC=C2)C(F)(F)F)(F)F (4-{5-[7-Trifluoromethyl-5-(3-trifluoromethyl-phenyl)-pyrazolo[1,5-a]pyrimidin-3-yl]-[1,2,4]oxadiazol-3-yl}-benzenesulfonamide). As a reaction SMILES: [F:1][C:2]([F:26])([F:25])[C:3]1[N:8]2[N:9]=[CH:10][C:11]([C:12](O)=O)=[C:7]2[N:6]=[C:5]([C:15]2[CH:20]=[CH:19][CH:18]=[C:17]([C:21]([F:24])([F:23])[F:22])[CH:16]=2)[CH:4]=1.[OH:27][NH:28][C:29](=[NH:40])[C:30]1[CH:35]=[CH:34][C:33]([S:36](=[O:39])(=[O:38])[NH2:37])=[CH:32][CH:31]=1>>[F:26][C:2]([F:1])([F:25])[C:3]1[N:8]2[N:9]=[CH:10][C:11]([C:12]3[O:27][N:28]=[C:29]([C:30]4[CH:35]=[CH:34][C:33]([S:36]([NH2:37])(=[O:38])=[O:39])=[CH:32][CH:31]=4)[N:40]=3)=[C:7]2[N:6]=[C:5]([C:15]2[CH:20]=[CH:19][CH:18]=[C:17]([C:21]([F:24])([F:23])[F:22])[CH:16]=2)[CH:4]=1. Procedure details: The title compound was prepared from 7-trifluoromethyl-5-(3-trifluoromethyl-phenyl)-pyrazolo[1,5-a]pyrimidine-3-carboxylic acid (example C.31) (188 mg, 0.5 mmol) and N-hydroxy-4-sulfamoyl-benzamidine [CAS-No. 4476-10-2] (161 mg, 0.75 mmol) according to general procedure II. Obtained after purification by flash chromatography (ethyl acetate/heptane) and crystallization (ethyl acetate/dichloromethane) as a yellow solid (220 mg, 79%). MS (ISP) 555.3 [(M+H)+]; mp 300° C. Starting materials: saturated aqueous solution, [Cl-].[NH4+] (ammonium chloride), O (water), solution, FC1=C(C=C(C=C1)F)[Mg]Br (2,5-difluorophenylmagnesium bromide), ClCC([C@H](COC(C(C)(C)C)=O)C)=O ((S)-1-chloro-3-methyl-4-pivaloyloxybutan-2-one). Procedure details: A solution of 0.66 g (3.0 mmol) of (S)-1-chloro-3-methyl-4-pivaloyloxybutan-2-one in 4 mL of THF was cooled to 0° C., and 3.9 mL (3.3 mmol) of a 0.86 M solution of 2,5-difluorophenylmagnesium bromide prepared by the same method as that in Example 3 was added dropwise thereto over a period of 5 minutes. After the completion of the dropwise addition, stirring was continued for another 1 hour, 10 mL of a saturated aqueous solution of ammonium chloride was added to stop the reaction. Furthermore, 10... Run at time 5 minute. The product is ClCC(C(COC(C(C)(C)C)=O)C)(O)C1=C(C=CC(=C1)F)F (1-chloro-2-(2,5-difluorophenyl)-3-methyl-4-pivaloyloxybutan-2-ol), mixture. Yield: 50.0%. Run in C1CCOC1 (THF). Reaction SMILES: [Cl:1][CH2:2][C:3](=[O:14])[C@@H:4]([CH3:13])[CH2:5][O:6][C:7](=[O:12])[C:8]([CH3:11])([CH3:10])[CH3:9].[F:15][C:16]1[CH:21]=[CH:20][C:19]([F:22])=[CH:18][C:17]=1[Mg]Br.[Cl-].[NH4+].O>C1COCC1>[Cl:1][CH2:2][C:3]([C:20]1[CH:21]=[C:16]([F:15])[CH:17]=[CH:18][C:19]=1[F:22])([OH:14])[CH:4]([CH3:13])[CH2:5][O:6][C:7](=[O:12])[C:8]([CH3:9])([CH3:10])[CH3:11] |f:2.3|.